From a dataset of the Open Reaction Database (ORD), a public repository of structured organic reaction records. describe an organic reaction: reactants, conditions, products, and yield The reactants are Cc1cc(C)c(-n2cc[n+](-c3c(C)cc(C)cc3C)c2)c(C)c1, CO, [Cl-], [Na+], Cc1ccc(S(=O)(=O)[O-])cc1. Yields the product Cc1cc(C)c(-n2cc[n+](-c3c(C)cc(C)cc3C)c2)c(C)c1, Cc1ccc(S(=O)(=O)[O-])cc1. As a reaction SMILES: [CH3:2][c:3]1[c:4](-[n+:11]2[cH:12][n:13](-[c:16]3[c:17]([CH3:24])[cH:18][c:19]([CH3:23])[cH:20][c:21]3[CH3:22])[cH:14][cH:15]2)[c:5]([CH3:10])[cH:6][c:7]([CH3:9])[cH:8]1.[CH3:37][OH:38].[Cl-:1].[Na+:36].[O-:25][S:26](=[O:27])(=[O:28])[c:29]1[cH:30][cH:31][c:32]([CH3:33])[cH:34][cH:35]1>>[CH3:2][c:3]1[c:4](-[n+:11]2[cH:12][n:13](-[c:16]3[c:17]([CH3:24])[cH:18][c:19]([CH3:23])[cH:20][c:21]3[CH3:22])[cH:14][cH:15]2)[c:5]([CH3:10])[cH:6][c:7]([CH3:9])[cH:8]1.[O:25]=[S:26](=[O:27])([O-:28])[c:29]1[cH:30][cH:31][c:32]([CH3:33])[cH:34][cH:35]1. The reactants are NC(=S)NC(=S)N (dithiobiuret), COC1=C(CN)C(=CC=C1)OC (2,6-dimethoxybenzylamine), CI (methyliodide). Solvent: CO (methanol), C(C)O (ethanol). Run at temperature 5 celsius, time 2 hour. The product is COC1=C(CNC(NC(=S)N)=N)C(=CC=C1)OC (N-[[(2,6-dimethoxybenzyl)amino](imino)methyl]thiourea). The yield is 24.4%. Reaction SMILES: [NH2:1][C:2]([NH:4][C:5]([NH2:7])=[S:6])=S.CI.[CH3:10][O:11][C:12]1[CH:19]=[CH:18][CH:17]=[C:16]([O:20][CH3:21])[C:13]=1[CH2:14][NH2:15]>CO.C(O)C>[CH3:21][O:20][C:16]1[CH:17]=[CH:18][CH:19]=[C:12]([O:11][CH3:10])[C:13]=1[CH2:14][NH:15][C:2](=[NH:1])[NH:4][C:5]([NH2:7])=[S:6]. Procedure details: 2.00 g (14.8 mmol) dithiobiuret were placed in 25 ml methanol and 2.10 g (14.8 mmol) methyliodide were added at room temperature. The mixture was heated for 3 hours at reflux, then the solution was concentrated, was diluted with 25 ml of ethanol and 2.47 g (14.8 mmol) 2,6-dimethoxybenzylamine were added. The mixture was subsequently stirred again for 2 hours at reflux and subsequently for 30 minutes at 5° C. Filtration of the precipitate formed yielded 970 mg N-[[(2,6-dimethoxybenzyl)amino](imin... The reactants are O=C([O-])[O-], O=C(Cn1c(=O)ccc2ncccc21)Nc1scc(Cl)c1-c1nc[nH]n1, CI, [K+], [K+], CN(C)C=O. Yields the product Cn1cnc(-c2c(Cl)csc2NC(=O)Cn2c(=O)ccc3ncccc32)n1. As a reaction SMILES: [C:27](=[O:28])([O-:29])[O-:30].[Cl:1][c:2]1[c:3](-[c:22]2[n:23][nH:24][cH:25][n:26]2)[c:4]([NH:7][C:8]([CH2:9][n:10]2[c:11](=[O:20])[cH:12][cH:13][c:14]3[n:15][cH:16][cH:17][cH:18][c:19]23)=[O:21])[s:5][cH:6]1.[I:33][CH3:34].[K+:31].[K+:32].[O:35]=[CH:36][N:37]([CH3:38])[CH3:39]>>[Cl:1][c:2]1[c:3](-[c:22]2[n:23][n:24]([CH3:27])[cH:25][n:26]2)[c:4]([NH:7][C:8]([CH2:9][n:10]2[c:11](=[O:20])[cH:12][cH:13][c:14]3[n:15][cH:16][cH:17][cH:18][c:19]23)=[O:21])[s:5][cH:6]1. Reactants: C=Cc1ccc(-c2nc(C)c3c(n2)sc2c(OCC)nc(N4CCNCC4)nc23)cc1, C[N+]1([O-])CCOCC1, CC(C)=O, O. Product: CCOc1nc(N2CCNCC2)nc2c1sc1nc(-c3ccc(C(O)CO)cc3)nc(C)c12. RXN SMILES: [CH2:1]([CH3:2])[O:3][c:4]1[c:5]2[c:6]([n:7][c:8]([N:10]3[CH2:11][CH2:12][NH:13][CH2:14][CH2:15]3)[n:9]1)[c:16]1[c:17]([n:18][c:19](-[c:23]3[cH:24][cH:25][c:26]([CH:29]=[CH2:30])[cH:27][cH:28]3)[n:20][c:21]1[CH3:22])[s:31]2.[CH3:33][N+:34]1([O-:35])[CH2:36][CH2:38][O:37][CH2:39][CH2:40]1.[CH3:41][C:42](=[O:43])[CH3:44].[OH2:32]>>[CH2:1]([CH3:2])[O:3][c:4]1[c:5]2[c:6]([n:7][c:8]([N:10]3[CH2:11][CH2:12][NH:13][CH2:14][CH2:15]3)[n:9]1)[c:16]1[c:17]([n:18][c:19](-[c:23]3[cH:24][cH:25][c:26]([CH:29]([CH2:30][OH:37])[OH:32])[cH:27][cH:28]3)[n:20][c:21]1[CH3:22])[s:31]2.